Dataset: the Open Reaction Database (ORD), a public repository of structured organic reaction records. Task: describe an organic reaction: reactants, conditions, products, and yield The reactants are CO, ClC(Cl)Cl, [Ca+2], CSc1ccccc1-n1c(=O)n(Cc2ccccc2F)c(=O)c2[nH]cnc21, [OH-], [OH-], O=C(OO)c1cccc(Cl)c1. The product is CS(=O)(=O)c1ccccc1-n1c(=O)n(Cc2ccccc2F)c(=O)c2[nH]cnc21. RXN SMILES: [CH3:46][OH:47].[CH:42]([Cl:43])([Cl:44])[Cl:45].[Ca+2:40].[F:1][c:2]1[c:3]([CH2:4][n:5]2[c:6](=[O:7])[n:8](-[c:16]3[c:17]([S:22][CH3:23])[cH:18][cH:19][cH:20][cH:21]3)[c:9]3[n:10][cH:11][nH:12][c:13]3[c:14]2=[O:15])[cH:24][cH:25][cH:26][cH:27]1.[OH-:39].[OH-:41].[OH:28][O:29][C:30]([c:31]1[cH:32][c:33]([Cl:34])[cH:35][cH:36][cH:37]1)=[O:38]>>[F:1][c:2]1[c:3]([CH2:4][n:5]2[c:6](=[O:7])[n:8](-[c:16]3[c:17]([S:22]([CH3:23])(=[O:39])=[O:41])[cH:18][cH:19][cH:20][cH:21]3)[c:9]3[n:10][cH:11][nH:12][c:13]3[c:14]2=[O:15])[cH:24][cH:25][cH:26][cH:27]1. The reactants are [OH-].[Na+] (sodium hydroxide), ClC=1C=C(C(=O)O)C=CC1O (3-chloro-4-hydroxybenzoic acid), C(CCCCCCCCCCC)Br (dodecylbromide), C(C)O (ethanol). The solvent is O (water). The product is ClC=1C=C(C(=O)O)C=CC1OCCCCCCCCCCCC (3-chloro-4-dodecyloxybenzoic acid). Reaction SMILES: [Cl:1][C:2]1[CH:3]=[C:4]([CH:8]=[CH:9][C:10]=1[OH:11])[C:5]([OH:7])=[O:6].[CH2:12](Br)[CH2:13][CH2:14][CH2:15][CH2:16][CH2:17][CH2:18][CH2:19][CH2:20][CH2:21][CH2:22][CH3:23].C(O)C.[OH-].[Na+]>O>[Cl:1][C:2]1[CH:3]=[C:4]([CH:8]=[CH:9][C:10]=1[O:11][CH2:23][CH2:22][CH2:21][CH2:20][CH2:19][CH2:18][CH2:17][CH2:16][CH2:15][CH2:14][CH2:13][CH3:12])[C:5]([OH:7])=[O:6] |f:3.4|. Procedure details: By customary procedures, 3-chloro-4-hydroxybenzoic acid was reacted with dodecylbromide in a mixed solution of ethanol and water containing sodium hydroxide to produce 3-chloro-4-dodecyloxybenzoic acid, and this acid was reacted with thionyl chloride to obtain 3-chloro-4-dodecyloxybenzoic acid chloride. Separately, 100 mg of (2S,5R)-2-hydroxy-5-hexyl-δ-valerolactone and 200 mg of 4-benzyloxybenzoic acid were dissolved in 200 ml of benzene, 190 mg of diethyl azodicarboxylate and 250 mg of triphen... Reactants: OC1=C(C(=O)O)C=CC=C1 (2-hydroxybenzoic acid), Cl (HCl), CO (MeOH). Run at temperature 50 celsius, time 8 hour. The product is OC1=C(C(=O)OC)C=CC=C1 (methyl 2-hydroxybenzoate). Reaction SMILES: [OH:1][C:2]1[CH:10]=[CH:9][CH:8]=[CH:7][C:3]=1[C:4]([OH:6])=[O:5].Cl.[CH3:12]O>>[OH:1][C:2]1[CH:10]=[CH:9][CH:8]=[CH:7][C:3]=1[C:4]([O:6][CH3:12])=[O:5]. Procedure details: To a solution of 2-hydroxybenzoic acid (110 g, 796 mmol) in MeOH (400 mL) was bubbled HCl (gas) for 1 h. The resulting mixture was stirred at 50° C. overnight. The reaction mixture was cooled to room temperature and concentrated under reduced pressure to give the crude methyl 2-hydroxybenzoate that was used directly without further purification. Starting materials: C(C)(C)NCCOC1=C(C=C(C=C1)C1=CC2=C(C(=N1)C#N)N=CN2C)C(F)(F)F (6-(4-(2-(isopropylamino)ethoxy)-3-(trifluoromethyl)phenyl)-1-methyl-1H-imidazo[4,5-c]pyridine-4-carbonitrile), CCN(C(C)C)C(C)C (DIPEA), C(C)(=O)Cl (acetyl chloride). Run in C1CCOC1 (THF). Conditions: time 16 hour. Yields the product C(C)(=O)N(C(C)C)CCOC1=C(C=C(C=C1)C1=CC2=C(C(=N1)C#N)N=CN2C)C(F)(F)F (6-(4-(2-(N-acetyl-N-isopropylamino)ethoxy)-3-(trifluoromethyl)phenyl)-1-methyl-1H-imidazo[4,5-c]pyridine-4-carbonitrile). Reaction SMILES: [CH:1]([NH:4][CH2:5][CH2:6][O:7][C:8]1[CH:13]=[CH:12][C:11]([C:14]2[N:19]=[C:18]([C:20]#[N:21])[C:17]3[N:22]=[CH:23][N:24]([CH3:25])[C:16]=3[CH:15]=2)=[CH:10][C:9]=1[C:26]([F:29])([F:28])[F:27])([CH3:3])[CH3:2].CCN(C(C)C)C(C)C.[C:39](Cl)(=[O:41])[CH3:40]>C1COCC1>[C:39]([N:4]([CH2:5][CH2:6][O:7][C:8]1[CH:13]=[CH:12][C:11]([C:14]2[N:19]=[C:18]([C:20]#[N:21])[C:17]3[N:22]=[CH:23][N:24]([CH3:25])[C:16]=3[CH:15]=2)=[CH:10][C:9]=1[C:26]([F:27])([F:28])[F:29])[CH:1]([CH3:3])[CH3:2])(=[O:41])[CH3:40]. Reported procedure: To a solution of 6-(4-(2-(isopropylamino)ethoxy)-3-(trifluoromethyl)phenyl)-1-methyl-1H-imidazo[4,5-c]pyridine-4-carbonitrile (0.05 mmol, 20 mg) in THF (1 mL) was added DIPEA (0.248 mmol, 44 μL) and acetyl chloride (0.149 mmol, 12 mg). The mixture was stirred at r.t. for 16 h and the product was then purified by HPLC to give 6-(4-(2-(N-acetyl-N-isopropylamino)ethoxy)-3-(trifluoromethyl)phenyl)-1-methyl-1H-imidazo[4,5-c]pyridine-4-carbonitrile. 1H NMR (CD3OD) δ: 8.38-8.44 (m, 4H), 7.35 (d, 1H), 4... Run in CO (methanol). RXN SMILES: [C:1]1([C@@H:7]2[CH2:9][C@H:8]2[C:10]([N:12]2[CH2:17][CH2:16][CH:15]([CH2:18][NH:19][C:20]3[N:25]=[CH:24][C:23]([C:26]#[C:27][Si](C)(C)C)=[CH:22][N:21]=3)[CH2:14][CH2:13]2)=[O:11])[CH:6]=[CH:5][CH:4]=[CH:3][CH:2]=1.C(=O)([O-])[O-].[K+].[K+]>CO>[C:26]([C:23]1[CH:24]=[N:25][C:20]([NH:19][CH2:18][CH:15]2[CH2:16][CH2:17][N:12]([C:10]([C@@H:8]3[CH2:9][C@H:7]3[C:1]3[CH:2]=[CH:3][CH:4]=[CH:5][CH:6]=3)=[O:11])[CH2:13][CH2:14]2)=[N:21][CH:22]=1)#[CH:27] |f:1.2.3|. Procedure details: A mixture of N-[(1-{[(1R,2R)-2-phenylcyclopropyl]carbonyl}piperidin-4-yl)methyl]-5-[(trimethylsilyl)ethynyl]pyrimidin-2-amine (EXAMPLE 154) (0.200 g, 0.462 mmol) and potassium carbonate (0.128 g, 0.924 mmol) in methanol (3 mL) was stirred at RT for 0.5 h. The reaction mixture was concentrated in vacuo, diluted with ethyl acetate (50 mL), washed with water (20 mL), and brine (10 mL), then dried over Na2SO4, filtered and concentrated. The residue was chromatographed on silica gel 60 (35 g), elutin... Starting materials: C1(=CC=CC=C1)[C@H]1[C@@H](C1)C(=O)N1CCC(CC1)CNC1=NC=C(C=N1)C#C[Si](C)(C)C (N-[(1-{[(1R,2R)-2-Phenylcyclopropyl]carbonyl}piperidin-4-yl)methyl]-5-[(trimethylsilyl)ethynyl]pyrimidin-2-amine), C([O-])([O-])=O.[K+].[K+] (potassium carbonate). Reaction conditions: time 0.5 hour. The product is C(#C)C=1C=NC(=NC1)NCC1CCN(CC1)C(=O)[C@H]1[C@@H](C1)C1=CC=CC=C1 (5-Ethynyl-N-[(1-{[(1R,2R)-2-phenylcyclopropyl]carbonyl}piperidin-4-yl)methyl]pyrimidin-2-amine). The reactants are C12(C(=O)CC(CC1)C2(C)C)CS(=O)(=O)O (camphor sulfonic acid), COC=1C=C(C=C(C1OC)OC)C(CS)S (1-(3,4,5-trimethoxyphenyl)-1,2-ethanedithiol), COC=1C=C(C=O)C=C(C1OC)OC (3,4,5-trimethoxybenzaldehyde), C1(=CC=C(C=C1)S(=O)(=O)[O-])C.[NH+]1=CC=CC=C1 (pyridinium paratoluene sulfonate). Solvent: C1=CC=CC=C1 (benzene), CCCCCC.C(C)(=O)OCC (hexane ethyl acetate), CO (methanol), C1=CC=CC=C1.O (benzene water). Conditions: time 2.5 hour. The product is COC=1C=C(C=C(C1OC)OC)[C@@H]1SC[C@H](S1)C1=CC(=C(C(=C1)OC)OC)OC (trans-2,4-bis-(3,4,5-trimethoxyphenyl)-1,3-dithiolane). RXN SMILES: [CH3:1][O:2][C:3]1[CH:4]=[C:5]([CH:13]([SH:16])[CH2:14][SH:15])[CH:6]=[C:7]([O:11][CH3:12])[C:8]=1[O:9][CH3:10].[CH3:17][O:18][C:19]1[CH:20]=[C:21]([CH:24]=[C:25]([O:29][CH3:30])[C:26]=1[O:27][CH3:28])[CH:22]=O.C1(C)C=CC(S([O-])(=O)=O)=CC=1.[NH+]1C=CC=CC=1.C12(CS(O)(=O)=O)C(C)(C)C(CC1)CC2=O>CCCCCC.C(OCC)(=O)C.CO.C1C=CC=CC=1.O.C1C=CC=CC=1>[CH3:30][O:29][C:25]1[CH:24]=[C:21]([C@H:22]2[S:16][C@H:13]([C:5]3[CH:6]=[C:7]([O:11][CH3:12])[C:8]([O:9][CH3:10])=[C:3]([O:2][CH3:1])[CH:4]=3)[CH2:14][S:15]2)[CH:20]=[C:19]([O:18][CH3:17])[C:26]=1[O:27][CH3:28] |f:2.3,5.6,8.9|. Procedure details: 1-(3,4,5-trimethoxyphenyl)-1,2-ethanedithiol (38) (0.56 g, 2.15 mmole), 3,4,5-trimethoxybenzaldehyde (24) (0.35 g, 1.78 mmole) and 0.178 g of pyridinium paratoluene sulfonate are added to 40 ml dry benzene and refluxed with Dean-Stark removal of the benzene-water azeotrope for 24 hours. The benzene is removed in vacuo, and the remaining oil redissolved in ethyl acetate. The organic layer is washed with H2O and was dried over MgSO4, filtered, and evaporated in vacuo to a white foam which is purif... Starting materials: C(CCCCCCC)NC(C1=CC=C(C=C1)Cl)=O (N-Octyl 4-chlorobenzamide), S(=O)(Cl)Cl (thionyl chloride). Product: C(CCCCCCC)N=C(C1=CC=C(C=C1)Cl)Cl (N-Octyl 4-Chlorobenzimidoyl Chloride). The yield is 76.2%. As a reaction SMILES: [CH2:1]([NH:9][C:10](=O)[C:11]1[CH:16]=[CH:15][C:14]([Cl:17])=[CH:13][CH:12]=1)[CH2:2][CH2:3][CH2:4][CH2:5][CH2:6][CH2:7][CH3:8].S(Cl)([Cl:21])=O>>[CH2:1]([N:9]=[C:10]([Cl:21])[C:11]1[CH:16]=[CH:15][C:14]([Cl:17])=[CH:13][CH:12]=1)[CH2:2][CH2:3][CH2:4][CH2:5][CH2:6][CH2:7][CH3:8]. Procedure: N-Octyl 4-chlorobenzamide (17.2 g, 64.2 mmole) and thionyl chloride (42.59 g, 358 mmole) were stirred and heated at reflux for one hour. The product was isolated by fractional distillation at reduced pressure (b.p. 70°-90° C. at 15 mm Hg) to yield 14.0 g (77%) of impure title compound. The reactants are C1(=CC=CC2=CC=CC=C12)CC#N (1-naphthylacetonitrile), CO (methanol), C(C)(=O)Cl (acetyl chloride). Run in CCOCC (ether). Conditions: temperature 0 celsius, time 30 minute. The product is Cl.COC(CC1=CC=CC2=CC=CC=C12)=N (Methyl-2-(1-naphthalenyl)acetimidate Hydrochloride). Isolated yield 90.2%. As a reaction SMILES: [C:1]1([CH2:11][C:12]#[N:13])[C:10]2[C:5](=[CH:6][CH:7]=[CH:8][CH:9]=2)[CH:4]=[CH:3][CH:2]=1.CO.[C:16]([Cl:19])(=[O:18])C>CCOCC>[ClH:19].[CH3:16][O:18][C:12](=[NH:13])[CH2:11][C:1]1[C:10]2[C:5](=[CH:6][CH:7]=[CH:8][CH:9]=2)[CH:4]=[CH:3][CH:2]=1 |f:4.5|. Procedure: To a cooled (0° C.), stirred mixture of 1-naphthylacetonitrile (9.2 g, 0.055 mol), methanol (5.0 mL, 0.124 mol), and ether (5 mL) was added acetyl chloride (5.2 g, 0.066 mol) dropwise. Stirring was continued for 30 minutes and the mixture was allowed to stand at room temperature for 60 hours. The resulting precipitate was collected by filtration, washed with ether, crushed with a mortar and pestle, and again washed with ether. The product was dried in vacuo to give a white crystalline solid (11....